This data is from the Open Reaction Database (ORD), a public repository of structured organic reaction records. The task is: describe an organic reaction: reactants, conditions, products, and yield The reactants are C(=O)(O)C1(CCCC1)O\N=C(/C(=O)OC)\C=1OC=CC1 (methyl Z-2-(carboxycyclopent-1-yloxyimino)-2-(fur-2-yl)acetate), Cl.O(C1=CC=CC=C1)N (phenoxyamine hydrochloride), 7(c). Product: O1C(=CC=C1)/C(/C(=O)OC)=N/OC1(CCCC1)C(NOC1=CC=CC=C1)=O (Methyl Z-2-(fur-2-yl)-2-(phenoxycarbamoylcyclopent-1-yloxyimino)acetate). The yield is 44.0%. Reaction SMILES: [C:1]([C:4]1([O:9]/[N:10]=[C:11](/[C:16]2[O:17][CH:18]=[CH:19][CH:20]=2)\[C:12]([O:14][CH3:15])=[O:13])[CH2:8][CH2:7][CH2:6][CH2:5]1)([OH:3])=O.Cl.[O:22]([NH2:29])[C:23]1[CH:28]=[CH:27][CH:26]=[CH:25][CH:24]=1>>[O:17]1[CH:18]=[CH:19][CH:20]=[C:16]1/[C:11](=[N:10]/[O:9][C:4]1([C:1](=[O:3])[NH:29][O:22][C:23]2[CH:28]=[CH:27][CH:26]=[CH:25][CH:24]=2)[CH2:8][CH2:7][CH2:6][CH2:5]1)/[C:12]([O:14][CH3:15])=[O:13] |f:1.2|. Procedure: This compound prepared from methyl Z-2-(carboxycyclopent-1-yloxyimino)-2-(fur-2-yl)acetate and phenoxyamine hydrochloride as described in Preparation 7(c), was purified by chromatography on silica gel plates in ethyl acetate-light petroleum b.p. 40°-60° (3:1 v/v). τ(DMSO d6) 2.5-3.1 (phenyl), 7.7-8.1, 8.1-8.5 (cyclopentyl), 2.0, 3.28, 3.02 (furyl), 6.03 (methyl). Yield 44% Starting materials: C(C1=CC=C(C(=O)O)C=C1)(=O)O (terephthalic acid), diisopropenyl ester, [N+](=[N-])=C (diazomethane), ester. Yields the product C(C1=CC=C(C(=O)OC(=C)C)C=C1)(=O)OC(=C)C (diisopropenyl terephthalate). Reaction SMILES: [C:1]([OH:12])(=[O:11])[C:2]1[CH:10]=[CH:9][C:5]([C:6]([OH:8])=[O:7])=[CH:4][CH:3]=1.[N+](=C)=[N-]>>[C:1]([O:12][C:5]([CH3:6])=[CH2:4])(=[O:11])[C:2]1[CH:10]=[CH:9][C:5]([C:6]([O:8][C:2]([CH3:3])=[CH2:1])=[O:7])=[CH:4][CH:3]=1. Procedure details: The reaction described in Example 3 was repeated using 27.0 gm (0.162 moles) of terephthalic acid instead of azelaic acid. Infrared analysis of an aliquot of the product showed several materials present. Methylation of a representative portion of the product with diazomethane and analysis of the methylated product by GLC showed the product to be predominantly the half-ester with a smaller amount of the diisopropenyl ester. We anticipate that higher yields of diisopropenyl terephthalate can be ob... Reactants: C(C1=CC=CC=C1)OC(=O)N1CCC(CC1)CCCCC(C(=O)OCC)Cl (ethyl 6-(1-benzyloxycarbonyl-4-piperidyl)-2-chlorohexanoate). The reagents and catalysts are [C].[Pd] (palladium-carbon). Run in C(C)O (ethanol). Yields the product N1CCC(CC1)CCCCCC(=O)OCC (ethyl 6-(4-piperidyl)hexanoate). As a reaction SMILES: C(OC([N:11]1[CH2:16][CH2:15][CH:14]([CH2:17][CH2:18][CH2:19][CH2:20][CH:21](Cl)[C:22]([O:24][CH2:25][CH3:26])=[O:23])[CH2:13][CH2:12]1)=O)C1C=CC=CC=1>C(O)C.[C].[Pd]>[NH:11]1[CH2:16][CH2:15][CH:14]([CH2:17][CH2:18][CH2:19][CH2:20][CH2:21][C:22]([O:24][CH2:25][CH3:26])=[O:23])[CH2:13][CH2:12]1 |f:2.3|. Procedure: A solution of ethyl 6-(1-benzyloxycarbonyl-4-piperidyl)-2-chlorohexanoate (10 g) in ethanol (200 ml) is catalytically hydrogenated over 10% palladium-carbon (5 g, 50% wet) at ordinary temperature under atmospheric pressure. After the absorption of hydrogen has ceased, the catalyst is removed by filtration and the filtrate is evaporated in vacuo to yield ethyl 6-(4-piperidyl)hexanoate. This ester is dissolved in a mixture of water (100 ml), ethyl acetate (200 ml) and sodium bicarbonate (10 g). Be... Product: C(CCC)C1=CC=C(C=C1)C1=CC=C2C=3CCC4=C(C3NC2=C1)C=CC(=C4)C4=NN=NN4 (9-(4-Butyl-phenyl)-3-(1H-tetrazol-5-yl)-5,11-dihydro-6H-benzo[a]carbazole). As a reaction SMILES: [NH:1]1[C:5]([C:6]2[CH:7]=[C:8]3[C:13](=[CH:14][CH:15]=2)[C:12](=O)[CH2:11][CH2:10][CH2:9]3)=[N:4][N:3]=[N:2]1.Cl.[CH2:18]([C:22]1[CH:27]=[CH:26][C:25]([C:28]2[CH:33]=[CH:32][CH:31]=[C:30]([NH:34]N)[CH:29]=2)=[CH:24][CH:23]=1)[CH2:19][CH2:20][CH3:21]>>[CH2:18]([C:22]1[CH:27]=[CH:26][C:25]([C:28]2[CH:29]=[C:30]3[C:31]([C:11]4[CH2:10][CH2:9][C:8]5[CH:7]=[C:6]([C:5]6[NH:4][N:3]=[N:2][N:1]=6)[CH:15]=[CH:14][C:13]=5[C:12]=4[NH:34]3)=[CH:32][CH:33]=2)=[CH:24][CH:23]=1)[CH2:19][CH2:20][CH3:21] |f:1.2|. Procedure: The 6-(1H-Tetrazol-5-yl)-3,4-dihydro-2H-naphthalen-1-one and (4′-Butyl-biphenyl-3-yl)-hydrazine hydrochloride (example 70, step 1) are reacted in the same manner and similar yield as example 1, step 3 except that the solid was washed with acetic acid rather than methanol. 1H NMR (400 MHz, d6-DMSO) δ 11.66 (s, 1H), 7.97 (m, 2H), 7.84 (d, J=8.9 Hz, 11H), 7.63 (m, 4H), 7.34 (d, J=8.2 Hz, 2H), 7.29 (d, J=8.1 Hz, 2H), 3.13 (t, J=7.5 Hz, 2H), 2.99 (t, J=7.6 Hz, 2H), 2.63 (m, 2H), 1.60 (m, 2H), 1.35 (m... Starting materials: N1N=NN=C1C=1C=C2CCCC(C2=CC1)=O (6-(1H-Tetrazol-5-yl)-3,4-dihydro-2H-naphthalen-1-one), Cl.C(CCC)C1=CC=C(C=C1)C1=CC(=CC=C1)NN ((4′-Butyl-biphenyl-3-yl)-hydrazine hydrochloride). Reactants: C(C)(=O)C1=C(C(=C(OCC2COC3=C(O2)C=CC(=C3)CC(=O)OC)C=C1)CCC)O (Methyl (2-(4-acetyl-3-hydroxy-2-propylphenoxy)methyl-2,3-dihydro-1,4-benzodioxin-6-yl)acetate), C(C)(=O)C1=C(C(=C(OCC2CC3=C(O2)C=CC(=C3)CC(=O)OC)C=C1)CCC)O (Methyl (2-(4-acetyl-3-hydroxy-2-propylphenoxy)methyl-2,3-dihydrobenzo[b]furan-5-yl)acetate). The product is C(C)(=O)C1=C(C(=C(OCC2COC3=C(O2)C=CC(=C3)CC(=O)O)C=C1)CCC)O ((2-(4-Acetyl-3-hydroxy-2-propylphenoxy)methyl-2,3-dihydro-1,4-benzodioxin-6-yl)acetic acid). RXN SMILES: [C:1]([C:4]1[CH:26]=[CH:25][C:7]([O:8][CH2:9][CH:10]2[O:15][C:14]3[CH:16]=[CH:17][C:18]([CH2:20][C:21]([O:23]C)=[O:22])=[CH:19][C:13]=3[O:12][CH2:11]2)=[C:6]([CH2:27][CH2:28][CH3:29])[C:5]=1[OH:30])(=[O:3])[CH3:2].C(C1C=CC(OCC2OC3C=CC(CC(OC)=O)=CC=3C2)=C(CCC)C=1O)(=O)C>>[C:1]([C:4]1[CH:26]=[CH:25][C:7]([O:8][CH2:9][CH:10]2[O:15][C:14]3[CH:16]=[CH:17][C:18]([CH2:20][C:21]([OH:23])=[O:22])=[CH:19][C:13]=3[O:12][CH2:11]2)=[C:6]([CH2:27][CH2:28][CH3:29])[C:5]=1[OH:30])(=[O:3])[CH3:2]. Procedure details: Following the procedure of Example 26, but substituting the compound of Example 46 for the compound of Example 25, there was obtained the title compound as a solid, m.p. 143°-146°. Reactants: C1=CN=CC=C1C(=NN)N (4-pyridinecarboxyamidrazone), O=C(C(=O)OCC)C(=O)OCC (diethyl ketomalonate). Run in C(C)O (ethanol). Run at time 13 hour. The product is O=C1N=C(NN=C1C(=O)OCC)C1=CC=NC=C1 (Ethyl 2,5-dihydro-5-oxo-3-(pyridin-4-yl)-1,2,4-triazine-6-carboxylate). Isolated yield 56.0%. As a reaction SMILES: [CH:1]1[C:6]([C:7]([NH2:10])=[N:8][NH2:9])=[CH:5][CH:4]=[N:3][CH:2]=1.O=[C:12]([C:18](OCC)=[O:19])[C:13]([O:15][CH2:16][CH3:17])=[O:14]>C(O)C>[O:19]=[C:18]1[C:12]([C:13]([O:15][CH2:16][CH3:17])=[O:14])=[N:9][NH:8][C:7]([C:6]2[CH:5]=[CH:4][N:3]=[CH:2][CH:1]=2)=[N:10]1. Reported procedure: In ethanol (20 ml), 4-pyridinecarboxyamidrazone (1.48 g) was dissolved. To the resulting solution, diethyl ketomalonate (1.65 ml) was added dropwise at room temperature, followed by stirring for 13 hours. After heating under reflux for 4 hours, the reaction mixture was cooled. Yellow crystals thus precipitated were collected by filtration and dried, whereby the title compound (1.50 g, 56%) was obtained.